This data is from the Open Reaction Database (ORD), a public repository of structured organic reaction records. The task is: describe an organic reaction: reactants, conditions, products, and yield Reactants: ClC1=NC=C(C=C1)C(C)=O (2-chloro-5-acetylpyridine), BrC1(C(NC(NC1=O)=O)=O)Br (dibromobarbituric acid), BrC1(C(NC(NC1=O)=O)=O)Br (DBBA), BrC1(C(NC(NC1=O)=O)=O)Br (DBBA), resultant solution. Run in C(C)(=O)OCC (ethyl acetate), C1CCOC1 (THF), C1CCOC1 (THF). Run at time 2 hour. Yields the product Cl.ClC1=NC=C(C=C1)C(CBr)=O (2-Chloro-5-(2-bromoacetyl)pyridine hydrochloride). Isolated yield 126.0%. Reaction SMILES: [Cl:1][C:2]1[CH:7]=[CH:6][C:5]([C:8](=[O:10])[CH3:9])=[CH:4][N:3]=1.[Br:11]C1(Br)C(=O)NC(=O)NC1=O>C1COCC1.C(OCC)(=O)C>[ClH:1].[Cl:1][C:2]1[CH:7]=[CH:6][C:5]([C:8](=[O:10])[CH2:9][Br:11])=[CH:4][N:3]=1 |f:4.5|. Procedure details: A solution of 784 mg of 2-chloro-5-acetylpyridine in 10 mL of THF was added via canula to a solution of 1.44 g of dibromobarbituric acid (DBBA) in 10 mL of THF. The resultant solution was heated at 50°-55° C. for 12 h, and then an additional 0.72 g DBBA was added. After stirring at 50°-55° C. for 2.5 more hours, 0.36 g DBBA was added. The mixture was allowed to stir for 2 h at which point NMR analysis of an aliquot indicated 87% conversion. The reaction mixture was cooled, diluted with ethyl ace... Starting materials: Cl (hydrochloric acid), FCON=C(C(=O)OC)C1=NSC(=N1)NC=O (methyl 2-fluoromethoxyimino-2-(5-formamido-1,2,4-thiadiazole-3-yl)-acetate), [OH-].[Na+] (sodium hydroxide). Solvent: O (water), O (water). Reaction conditions: temperature 5 celsius, time 30 hour. The product is FCON=C(C(=O)O)C1=NSC(=N1)N (2-fluoromethoxyimino-2-(5-amino-1,2,4-thiadiazole-3-yl) acetic acid). The yield is 817.5%. As a reaction SMILES: [F:1][CH2:2][O:3][N:4]=[C:5]([C:10]1[N:14]=[C:13]([NH:15]C=O)[S:12][N:11]=1)[C:6]([O:8]C)=[O:7].[OH-].[Na+].Cl>O>[F:1][CH2:2][O:3][N:4]=[C:5]([C:10]1[N:14]=[C:13]([NH2:15])[S:12][N:11]=1)[C:6]([OH:8])=[O:7] |f:1.2|. Procedure details: To a suspension of methyl 2-fluoromethoxyimino-2-(5-formamido-1,2,4-thiadiazole-3-yl)-acetate (syn-isomer) (5.24 g, 20 mmol) in water (26 ml), sodium hydroxide (3.2 g, 80 mmol) in water (16 ml) was added at 0° C., and the mixture was stirred at 5° C. for 30 hrs. and then adjusted to pH 1 or lower with concentrated hydrochloric acid (7.0 ml, 84 mmol), and extracted four times with ethyl acetate (30 ml). The resulting ethyl acetate layer was dried over sodium sulfate and decolorized with activated... RXN SMILES: [CH3:17][N:18]([CH3:19])[CH:20]=[O:21].[CH3:22][C:23](=[O:24])[O:25][C:26](=[O:27])[CH3:28].[OH:1][CH2:2][CH2:3][O:4][CH2:5][n:6]1[c:7]2[n:8][c:9]([NH2:16])[nH:10][c:11](=[O:15])[c:12]2[n:13][cH:14]1.[cH:29]1[cH:30][cH:31][n:32][cH:33][cH:34]1>>[O:1]([CH2:2][CH2:3][O:4][CH2:5][n:6]1[c:7]2[n:8][c:9]([NH2:16])[nH:10][c:11](=[O:15])[c:12]2[n:13][cH:14]1)[C:23]([CH3:22])=[O:24]. The reactants are CN(C)C=O, CC(=O)OC(C)=O, Nc1nc2c(ncn2COCCO)c(=O)[nH]1, c1ccncc1. The product is CC(=O)OCCOCn1cnc2c(=O)[nH]c(N)nc21. Starting materials: OC(C1C(CCCC1)N)C1=CC=CC=C1 (2-[hydroxy(phenyl)methyl][cyclohexyl]amine), Br (hydrogen bromide), C1(=CC=CC=C1)C (toluene), [OH-].[Na+] (sodium hydroxide). Product: C1(=CC=CC=C1)\C=C/1\C(CCCC1)N1CCC1 ((±)-(E)-1-[2-(phenylmethylene)cyclohexyl]azetidine). The yield is 30.0%. As a reaction SMILES: O[CH:2]([C:10]1[CH:15]=[CH:14][CH:13]=[CH:12][CH:11]=1)[CH:3]1[CH2:8][CH2:7][CH2:6][CH2:5][CH:4]1[NH2:9].Br.[OH-].[Na+].[C:19]1(C)[CH:24]=CC=C[CH:20]=1>>[C:10]1(/[CH:2]=[C:3]2/[CH:4]([N:9]3[CH2:24][CH2:19][CH2:20]3)[CH2:5][CH2:6][CH2:7][CH2:8]/2)[CH:15]=[CH:14][CH:13]=[CH:12][CH:11]=1 |f:2.3|. Procedure: A mixture of 2.5 g (9.5 mmoles) of cis-N-(3-hydroxypropyl)-N-[2-[hydroxy(phenyl)methyl][cyclohexyl]amine, 10 ml of toluene and 6.45 g of 48% v/v aqueous hydrogen bromide solution was stirred and heated on a steam bath for 3.5 hr. The resulting solution was cooled, basified with 20% sodium hydroxide solution and extracted with chloroform. The chloroform extract was washed with water, and saturated sodium chloride solution and then dried over magnesium sulfate and evaporated. The residue, 2 g, was...